From a dataset of the Open Reaction Database (ORD), a public repository of structured organic reaction records. describe an organic reaction: reactants, conditions, products, and yield Isolated yield 98.0%. RXN SMILES: [CH3:1][N:2]([CH3:5])[CH2:3][CH3:4].[C:6]([OH:17])(=[O:16])[C:7]1[C:8](=[CH:12][CH:13]=[CH:14][CH:15]=1)[C:9]([OH:11])=[O:10]>CO>[CH3:1][NH+:2]([CH3:5])[CH2:3][CH3:4].[C:6]([O-:17])(=[O:16])[C:7]1[C:8](=[CH:12][CH:13]=[CH:14][CH:15]=1)[C:9]([O-:11])=[O:10] |f:3.4|. Procedure: Further, dimethylethylamine (0.1 mol) was added into a methanol solution of phthalic acid (0.1 mol) to obtain a dimethylethylammonium• phthalate solution. Then, said solution was distilled while being heated at 110° C. under reduced pressure of 1.0 KPa or lower to remove methanol, thereby obtaining dimethylethylammonium• phthalate. The yield was 98%. The product is C[NH+](CC)C.C(C=1C(C(=O)[O-])=CC=CC1)(=O)[O-] (dimethylethylammonium• phthalate). Reactants: CN(CC)C (dimethylethylamine), C(C=1C(C(=O)O)=CC=CC1)(=O)O (phthalic acid). Run in CO (methanol). The reactants are C(C)OC(=O)C1=C(C2=C(C(N1C)=O)SC=N2)C2=CC=C(C=C2)F (7-(4-Fluorophenyl)-4,5-dihydro-5-methyl-4-oxo-6-thiazolo[5,4-c]pyridinecarboxylic acid ethyl ester). Solvent: OS(=O)(=O)O (H2SO4). Yields the product FC1=CC=C(C=C1)C=1C2=C(C(N(C1C(=O)O)C)=O)N(C=C2)C (4-(4-Fluorophenyl)-6,7-dihydro-1,6-dimethyl-7-oxo-5-pyrrolo[2,3-c]pyridinecarboxylic acid). As a reaction SMILES: C([O:3][C:4]([C:6]1[N:11]([CH3:12])[C:10](=[O:13])[C:9]2SC=N[C:8]=2[C:7]=1[C:17]1[CH:22]=[CH:21][C:20]([F:23])=[CH:19][CH:18]=1)=[O:5])C>OS(O)(=O)=O>[F:23][C:20]1[CH:19]=[CH:18][C:17]([C:7]2[C:8]3[CH:9]=[CH:10][N:11]([CH3:6])[C:9]=3[C:10](=[O:13])[N:11]([CH3:12])[C:6]=2[C:4]([OH:3])=[O:5])=[CH:22][CH:21]=1. Reported procedure: 7-(4-Fluorophenyl)-4,5-dihydro-5-methyl-4-oxo-6-thiazolo[5,4-c]pyridinecarboxylic acid ethyl ester obtained in Step 3 was subjected to hydrolysis in 70% H2SO4 at temperatures ranging from 120° to 130° C. to give the above-titled compound as colorless crystals. Starting materials: CCOC(CBr)OCC, Sc1ccccc1Br, O=C([O-])[O-], [K+], [K+], CN(C)C=O, O. Product: CCOC=CSc1ccccc1Br. RXN SMILES: [Br:15][CH2:16][CH:17]([O:18][CH2:19][CH3:20])[O:21][CH2:22][CH3:23].[Br:1][c:2]1[c:3]([SH:8])[cH:4][cH:5][cH:6][cH:7]1.[C:9](=[O:10])([O-:11])[O-:12].[K+:13].[K+:14].[O:25]=[CH:26][N:27]([CH3:28])[CH3:29].[OH2:24]>>[Br:1][c:2]1[c:3]([S:8][CH:16]=[CH:17][O:18][CH2:19][CH3:20])[cH:4][cH:5][cH:6][cH:7]1. Starting materials: N#Cc1cccc(C=O)c1, O=c1cc(N2CCNCC2)nc[nH]1. Product: N#Cc1cccc(CN2CCN(c3cc(=O)[nH]cn3)CC2)c1. RXN SMILES: [C:14](#[N:15])[c:16]1[cH:17][c:18]([CH:19]=[O:20])[cH:21][cH:22][cH:23]1.[N:1]1([c:7]2[cH:8][c:9](=[O:13])[nH:10][cH:11][n:12]2)[CH2:2][CH2:3][NH:4][CH2:5][CH2:6]1>>[N:1]1([c:7]2[cH:8][c:9](=[O:13])[nH:10][cH:11][n:12]2)[CH2:2][CH2:3][N:4]([CH2:19][c:18]2[cH:17][c:16]([C:14]#[N:15])[cH:23][cH:22][cH:21]2)[CH2:5][CH2:6]1.